The task is: describe an organic reaction: reactants, conditions, products, and yield. This data is from the Open Reaction Database (ORD), a public repository of structured organic reaction records. The reactants are COC1=CC2=CC(=CC=C2C=C1)C1=CC=CC=C1 (2-methoxy-7-phenylnaphthalene), Cl.[NH+]1=CC=CC=C1 (pyridinium HCl). Yields the product C1(=CC=CC=C1)C1=CC=C2C=CC(=CC2=C1)O (7-Phenyl-2-naphthol), white solid. Isolated yield 72.0%. RXN SMILES: C[O:2][C:3]1[CH:12]=[CH:11][C:10]2[C:5](=[CH:6][C:7]([C:13]3[CH:18]=[CH:17][CH:16]=[CH:15][CH:14]=3)=[CH:8][CH:9]=2)[CH:4]=1.Cl.[NH+]1C=CC=CC=1>>[C:13]1([C:7]2[CH:6]=[C:5]3[C:10]([CH:11]=[CH:12][C:3]([OH:2])=[CH:4]3)=[CH:9][CH:8]=2)[CH:18]=[CH:17][CH:16]=[CH:15][CH:14]=1 |f:1.2|. Procedure details: The title compound was prepared by reacting 2-methoxy-7-phenylnaphthalene (0.53 g, 2.26 mmol) with pyridinium HCl (10 g) at 190° C. according to method B to yield 0.36 g (72%) of a white solid: mp 142-143° C.; 1H NMR (DMSO-d6): δ 7.10 (1H, dd, J=2.75 Hz, J=8.70 Hz), 7.23 (1H, d, J=2.29 Hz), 7.37-7.40 (1H, m), 7.48-7.51 (2H, m), 7.58 (1H, dd, J=1.83 Hz, 8.70 Hz), 7.78-7.90 (3H, m), 7.86 (1H, d, J=8.24 Hz), 7.99 (1H, d, J=0.92 Hz) 9.81 (1H, s); MS (ESI) m/z 219 (M−H)−. Reactants: CO, Cl, CCOC(=O)Cn1nnc2c(-c3ccco3)nc(N)nc21, [Na+], [OH-]. Product: Nc1nc(-c2ccco2)c2nnn(CC(=O)O)c2n1. RXN SMILES: [CH3:25][OH:26].[ClH:24].[NH2:1][c:2]1[n:3][c:4](-[c:17]2[o:18][cH:19][cH:20][cH:21]2)[c:5]2[c:6]([n:7]1)[n:8]([CH2:11][C:12](=[O:13])[O:14][CH2:15][CH3:16])[n:9][n:10]2.[Na+:23].[OH-:22]>>[NH2:1][c:2]1[n:3][c:4](-[c:17]2[o:18][cH:19][cH:20][cH:21]2)[c:5]2[c:6]([n:7]1)[n:8]([CH2:11][C:12](=[O:13])[OH:14])[n:9][n:10]2. The reactants are C(C)(=O)OCC (ethyl acetate), FC1=CC=C(C=C1)C(N1CCNCC1)C1=CC=C(C=C1)F (1-[bis(4-fluorophenyl)methyl]piperazine), FC=1C=C(C=CC1)NC(C(C)Br)=O (N-(3-fluorophenyl) -2-bromopropionamide), C([O-])([O-])=O.[K+].[K+] (potassium carbonate). Run in O1CCCC1 (tetrahydrofuran), CN(C=O)C (N,N-dimethylformamide). Run at temperature 90 celsius, time 2 hour. The product is FC1=CC=C(C=C1)C(N1CCN(CC1)C(C)C(NC1=CC(=CC=C1)F)=O)C1=CC=C(C=C1)F (1-[bis(4-fluorophenyl)methyl]-4-[1-(3-fluorophenylcarbamoyl)ethyl]piperazine). RXN SMILES: [F:1][C:2]1[CH:7]=[CH:6][C:5]([CH:8]([C:15]2[CH:20]=[CH:19][C:18]([F:21])=[CH:17][CH:16]=2)[N:9]2[CH2:14][CH2:13][NH:12][CH2:11][CH2:10]2)=[CH:4][CH:3]=1.[F:22][C:23]1[CH:24]=[C:25]([NH:29][C:30](=[O:34])[CH:31](Br)[CH3:32])[CH:26]=[CH:27][CH:28]=1.C(=O)([O-])[O-].[K+].[K+].C(OCC)(=O)C>O1CCCC1.CN(C)C=O>[F:21][C:18]1[CH:19]=[CH:20][C:15]([CH:8]([C:5]2[CH:4]=[CH:3][C:2]([F:1])=[CH:7][CH:6]=2)[N:9]2[CH2:10][CH2:11][N:12]([CH:31]([C:30](=[O:34])[NH:29][C:25]3[CH:26]=[CH:27][CH:28]=[C:23]([F:22])[CH:24]=3)[CH3:32])[CH2:13][CH2:14]2)=[CH:16][CH:17]=1 |f:2.3.4|. Procedure details: A mixture of 300 mg of 1-[bis(4-fluorophenyl)methyl]piperazine and 256 mg of N-(3-fluorophenyl) -2-bromopropionamide was dissolved in 20 ml of a 1:1 by volume mixture of tetrahydrofuran and N,N-dimethylformamide, and 100 mg of anhydrous potassium carbonate were added to the resulting solution. The reaction mixture was then stirred at 90° C. for 2 hours. At the end of this time, ethyl acetate was added, and the organic layer was separated. The organic layer was washed three times with water, and ... The reactants are COc1ccc(CNC(=O)c2cc(C#N)ccc2NC(C)CBr)cc1OC, CS(C)=O, CCOC(C)=O, [Na], O=S(=O)(O)c1ccccc1. The product is COc1ccc(CNC(=O)c2cc(C#N)ccc2NC(C)CS(=O)(=O)c2ccccc2)cc1OC. Reaction SMILES: [Br:1][CH2:2][CH:3]([CH3:4])[NH:5][c:6]1[c:7]([C:8](=[O:9])[NH:10][CH2:11][c:12]2[cH:13][c:14]([O:20][CH3:21])[c:15]([O:18][CH3:19])[cH:16][cH:17]2)[cH:22][c:23]([C:26]#[N:27])[cH:24][cH:25]1.[CH3:39][S:40]([CH3:41])=[O:42].[CH3:43][CH2:44][O:45][C:46](=[O:47])[CH3:48].[Na:28].[c:29]1([S:35](=[O:36])(=[O:37])[OH:38])[cH:30][cH:31][cH:32][cH:33][cH:34]1>>[CH2:2]([CH:3]([CH3:4])[NH:5][c:6]1[c:7]([C:8](=[O:9])[NH:10][CH2:11][c:12]2[cH:13][c:14]([O:20][CH3:21])[c:15]([O:18][CH3:19])[cH:16][cH:17]2)[cH:22][c:23]([C:26]#[N:27])[cH:24][cH:25]1)[S:35]([c:29]1[cH:30][cH:31][cH:32][cH:33][cH:34]1)(=[O:36])=[O:37]. Reactants: BrCCCCCCCCS (8-bromo-1-octanethiol), solution, II (iodine). The solvent is C(C)O (ethanol), C(C)O (ethanol). Yields the product BrCCCCCCCCSSCCCCCCCCBr (di(8-bromooctyl)disulfide). Isolated yield 80.0%. RXN SMILES: [Br:1][CH2:2][CH2:3][CH2:4][CH2:5][CH2:6][CH2:7][CH2:8][CH2:9][SH:10].II>C(O)C>[Br:1][CH2:2][CH2:3][CH2:4][CH2:5][CH2:6][CH2:7][CH2:8][CH2:9][S:10][S:10][CH2:9][CH2:8][CH2:7][CH2:6][CH2:5][CH2:4][CH2:3][CH2:2][Br:1]. Procedure details: A solution of 8-bromo-1-octanethiol (0.7 g, 3.1 mmol) in 20 mL ethanol was titrated with a 65 mM solution of iodine in ethanol (˜23 mL) until a light yellow color persisted (Bain, C. D. et al., Langmuir, 5:723-727. (1989). The ethanol was removed at 40° C. by rotary evaporation, The dark-maroon colored oil was dissolved in 40 mL ether and extracted with distilled water (4×50 mL). The ethereal layer was dried over anhydrous sodium sulfate and the solvent removed under vacuum at 30° C. Flash chrom... Reactants: O (Water), C(C)(=O)OCCC(O)C=1SC(=CC1)Br (3-(5-bromothiophen-2-yl)-3-hydroxypropyl acetate), CC(C)(C)[Si](C)(C)Cl (TBDMSCl), N1C=NC=C1 (1H-imidazol). The solvent is C(Cl)Cl (CH2Cl2). Yields the product C(C)(=O)OCCC(O[Si](C)(C)C(C)(C)C)C=1SC(=CC1)Br (3-(5-bromothiophen-2-yl)-3-(tert-butyldimethylsilyloxy)propyl acetate). The yield is 95.8%. Reaction SMILES: [C:1]([O:4][CH2:5][CH2:6][CH:7]([C:9]1[S:10][C:11]([Br:14])=[CH:12][CH:13]=1)[OH:8])(=[O:3])[CH3:2].[CH3:15][C:16]([Si:19](Cl)([CH3:21])[CH3:20])([CH3:18])[CH3:17].N1C=CN=C1.O>C(Cl)Cl>[C:1]([O:4][CH2:5][CH2:6][CH:7]([C:9]1[S:10][C:11]([Br:14])=[CH:12][CH:13]=1)[O:8][Si:19]([C:16]([CH3:18])([CH3:17])[CH3:15])([CH3:21])[CH3:20])(=[O:3])[CH3:2]. Reported procedure: A solution of 3-(5-bromothiophen-2-yl)-3-hydroxypropyl acetate (1.92 g, 6.9 mmol, 1.0 equiv.), TBDMSCl (1.24 g, 8.3 mmol, 1.2 eq) and 1H-imidazol (1.4 g, 20.7 mmol, 3.0 eq) in CH2Cl2 (50 mL) was stirred for 4 h at 60° C. Water was added and the reaction was extracted with EtOAc (3×200 ml). The combined organic phases were washed (brine), dried (Na2SO4), filtered and concentrated to give a residue, which was purified by silica gel column chromatography (PE/EA=100:1 as eluant) to produce 3-(5-brom... Starting materials: OC1=C(C=C(C(=O)N)C=C1)[N+](=O)[O-] (4-hydroxy-3-nitrobenzamide), C1=CCCCC1 (cyclohexene). Reagents/catalysts: [Pd] (palladium on carbon). The solvent is C(C)O (ethanol). Product: NC=1C=C(C(=O)N)C=CC1O (3-Amino-4-hydroxybenzamide). RXN SMILES: [OH:1][C:2]1[CH:10]=[CH:9][C:5]([C:6]([NH2:8])=[O:7])=[CH:4][C:3]=1[N+:11]([O-])=O.C1CCCCC=1>[Pd].C(O)C>[NH2:11][C:3]1[CH:4]=[C:5]([CH:9]=[CH:10][C:2]=1[OH:1])[C:6]([NH2:8])=[O:7]. Reported procedure: A mixture of 4-hydroxy-3-nitrobenzamide D125 (0.49 g, 2.69 mmol), cyclohexene (1.105 g, 13.45 mmol) and 10% palladium on carbon (0.143 g, 0.135 mmol) in ethanol (20 mL) was heated to reflux under argon for 3 hr. The cooled mixture was filtered through celite and the filtrate concentrated to dryness in vacuo to afford a yellow/brown solid. The product was purified by silica gel chromatography eluting with 0-15% 2M ammonia in MeOH/DCM. The title compound was isolated as a pale brown powder, 0.26 g... Starting materials: C1(=CC=CC=C1)[B-](CCCC)(CCCC)CCCC.[Li+] (lithium phenyltri-n-butylborate), F[B-](F)(F)F.C1(=CC=CC=C1)[S+](=O)(CC1=CC=C(C=C1)OC)C1=CC=CC=C1 (diphenyl(p-methoxybenzyl)oxosulfonium tetrafluoroborate), O (water), resultant mixture. Solvent: C(C)#N (acetonitrile), C(C)#N (acetonitrile). Yields the product C1(=CC=CC=C1)[S+](=O)(CC1=CC=C(C=C1)OC)C1=CC=CC=C1.C1(=CC=CC=C1)[B-](CCCC)(CCCC)CCCC (diphenyl(p-methoxybenzyl)oxosulfonium phenyltri-n-butylborate). The yield is 32.7%. Reaction SMILES: [C:1]1([B-:7]([CH2:16][CH2:17][CH2:18][CH3:19])([CH2:12][CH2:13][CH2:14][CH3:15])[CH2:8][CH2:9][CH2:10][CH3:11])[CH:6]=[CH:5][CH:4]=[CH:3][CH:2]=1.[Li+].F[B-](F)(F)F.[C:26]1([S+:32]([C:43]2[CH:48]=[CH:47][CH:46]=[CH:45][CH:44]=2)([CH2:34][C:35]2[CH:40]=[CH:39][C:38]([O:41][CH3:42])=[CH:37][CH:36]=2)=[O:33])[CH:31]=[CH:30][CH:29]=[CH:28][CH:27]=1.O>C(#N)C>[C:43]1([S+:32]([C:26]2[CH:31]=[CH:30][CH:29]=[CH:28][CH:27]=2)([CH2:34][C:35]2[CH:40]=[CH:39][C:38]([O:41][CH3:42])=[CH:37][CH:36]=2)=[O:33])[CH:48]=[CH:47][CH:46]=[CH:45][CH:44]=1.[C:1]1([B-:7]([CH2:12][CH2:13][CH2:14][CH3:15])([CH2:16][CH2:17][CH2:18][CH3:19])[CH2:8][CH2:9][CH2:10][CH3:11])[CH:6]=[CH:5][CH:4]=[CH:3][CH:2]=1 |f:0.1,2.3,6.7|. Procedure: A solution of 3.14 g of lithium phenyltri-n-butylborate in 50 ml of acetonitrile was added to a solution of 5.00 g of diphenyl(p-methoxybenzyl)oxosulfonium tetrafluoroborate in 100 ml of acetonitrile, and the resultant mixture was stirred at room temperature for 30 minutes. Then, 200 ml of water was added. The resultant precipitate of a yellow oily component was recovered, and 100 ml of dichloromethane was added. The dichloromethane layer was washed with water, dried and concentrated to give 2.2... Product: CNc1nc(C=Cc2ccncc2)c(-c2ccncc2)s1. RXN SMILES: [C:44](=[O:45])([O-:46])[O-:47].[CH3:1][NH:2][c:3]1[s:4][c:5](-[c:10]2[cH:11][cH:12][n:13][cH:14][cH:15]2)[c:6]([CH:8]=[O:9])[n:7]1.[ClH:16].[ClH:50].[I-:17].[K+:48].[K+:49].[O:51]1[CH2:52][CH2:53][CH2:54][CH2:55]1.[OH2:56].[c:18]1([P+:19]([c:20]2[cH:21][cH:22][cH:23][cH:24][cH:32]2)([CH2:25][c:26]2[cH:27][cH:28][n:29][cH:30][cH:31]2)[c:33]2[cH:34][cH:35][cH:36][cH:37][cH:38]2)[cH:39][cH:40][cH:41][cH:42][cH:43]1>>[CH3:1][NH:2][c:3]1[s:4][c:5](-[c:10]2[cH:11][cH:12][n:13][cH:14][cH:15]2)[c:6]([CH:8]=[CH:25][c:26]2[cH:27][cH:28][n:29][cH:30][cH:31]2)[n:7]1. Starting materials: O=C([O-])[O-], CNc1nc(C=O)c(-c2ccncc2)s1, Cl, Cl, [I-], [K+], [K+], C1CCOC1, O, c1ccc([P+](Cc2ccncc2)(c2ccccc2)c2ccccc2)cc1. Starting materials: C(C1=CC=CC=C1)Br (Benzyl bromide), FC([S-])(F)F.CN(C)[S+](N(C)C)N(C)C (tris(dimethylamino)sulfonium trifluoromethanethiolate), O (water). Run in C(C)#N (acetonitrile). Yields the product FC(F)(F)SCC1=CC=CC=C1 (benzyl trifluoromethyl sulfide). The yield is 82.0%. As a reaction SMILES: [CH2:1](Br)[C:2]1[CH:7]=[CH:6][CH:5]=[CH:4][CH:3]=1.[F:9][C:10]([F:13])([F:12])[S-:11].CN([S+](N(C)C)N(C)C)C.O>C(#N)C>[F:9][C:10]([S:11][CH2:1][C:2]1[CH:7]=[CH:6][CH:5]=[CH:4][CH:3]=1)([F:13])[F:12] |f:1.2|. Procedure: Benzyl bromide, 16.2 g (0.095 mol), was added dropwise at 25° to 0.11 mol of tris(dimethylamino)sulfonium trifluoromethanethiolate (prepared as in Example 11) in 75 mL of acetonitrile. The reaction mixture was stirred one h and then poured into water. The aqueous mixture was extracted with ether, and the ether extracts were washed with water, dried (MgSO4), and distilled to give 15.1 g (82%) of benzyl trifluoromethyl sulfide as a colorless liquid: bp 55° (12 mm); 1H NMR (CDCl3) δ4.08 ppm (s, 2H)...